The task is: describe an organic reaction: reactants, conditions, products, and yield. This data is from the Open Reaction Database (ORD), a public repository of structured organic reaction records. Reactants: COc1ccc(C(O)c2ccc(Cl)c(S(N)(=O)=O)c2)cc1O[Si](C)(C)C(C)(C)C, CC(C)=O. The product is COc1ccc(C(=O)c2ccc(Cl)c(S(N)(=O)=O)c2)cc1O[Si](C)(C)C(C)(C)C. As a reaction SMILES: [C:1]([CH3:2])([CH3:3])([CH3:4])[Si:5]([O:6][c:7]1[cH:8][c:9]([CH:15]([c:16]2[cH:17][cH:18][c:19]([Cl:26])[c:20]([S:22](=[O:23])(=[O:24])[NH2:25])[cH:21]2)[OH:27])[cH:10][cH:11][c:12]1[O:13][CH3:14])([CH3:28])[CH3:29].[CH3:30][C:31](=[O:32])[CH3:33]>>[C:1]([CH3:2])([CH3:3])([CH3:4])[Si:5]([O:6][c:7]1[cH:8][c:9]([C:15]([c:16]2[cH:17][cH:18][c:19]([Cl:26])[c:20]([S:22](=[O:23])(=[O:24])[NH2:25])[cH:21]2)=[O:27])[cH:10][cH:11][c:12]1[O:13][CH3:14])([CH3:28])[CH3:29]. Reactants: Cl (hydrochloric acid), O (Water), C1(=CC=CC=C1)P(C1=CC=CC=C1)C1=CC=CC=C1 (triphenylphosphine), N(=[N+]=[N-])C(C)C1=NC=C(C=C1)Cl (2-(1-azidoethyl)-5-chloropyridine). Run in ClCCl (Dichloromethane), O1CCCC1 (tetrahydrofuran). Run at temperature 60 celsius, time 2 hour. Yields the product ClC=1C=CC(=NC1)C(C)N (1-(5-chloropyridin-2-yl)ethylamine). Isolated yield 91.0%. RXN SMILES: O.C1(P(C2C=CC=CC=2)C2C=CC=CC=2)C=CC=CC=1.[N:21]([CH:24]([C:26]1[CH:31]=[CH:30][C:29]([Cl:32])=[CH:28][N:27]=1)[CH3:25])=[N+]=[N-].Cl>O1CCCC1.ClCCl>[Cl:32][C:29]1[CH:30]=[CH:31][C:26]([CH:24]([NH2:21])[CH3:25])=[N:27][CH:28]=1. Procedure details: Water (3 mL) and triphenylphosphine (702 mg) were added to a solution of 2-(1-azidoethyl)-5-chloropyridine (333 mg) in tetrahydrofuran (10 mL), and the reaction solution was stirred at 60° C. for two hours. The reaction solution was returned to room temperature. Dichloromethane and 5 N hydrochloric acid were added to the reaction solution, and the aqueous layer was separated. The aqueous layer was made basic (pH 14) with a 5 N sodium hydroxide solution. Then, dichloromethane was added to the rea... RXN SMILES: [ClH:1].[Cl:2]C1C=C(C#N)C=CC=1[N:11]([CH2:19][C:20]1[C:25](=[O:26])[CH2:24][CH2:23][CH2:22][C:21]=1[NH:27][C:28]1[CH:33]=[CH:32][CH:31]=[C:30]([C:34]([F:37])([F:36])[F:35])[CH:29]=1)C(=O)OC(C)(C)C>O1CCOCC1>[ClH:2].[NH2:11][CH:19]([C:20]1[C:25](=[O:26])[CH2:24][CH2:23][CH2:22][C:21]=1[NH:27][C:28]1[CH:33]=[CH:32][CH:31]=[C:30]([C:34]([F:35])([F:36])[F:37])[CH:29]=1)[C:23]1[CH:24]=[CH:25][C:20]([C:19]#[N:11])=[CH:21][C:22]=1[Cl:1] |f:3.4|. The product is Cl.NC(C1=C(C=C(C#N)C=C1)Cl)C1=C(CCCC1=O)NC1=CC(=CC=C1)C(F)(F)F (4-(Amino(6-oxo-2-(3-(trifluoromethyl)phenylamino)cyclohex-1-enyl)methyl)-3-chloro-benzonitrile hydrochloride). Solvent: O1CCOCC1 (1,4-dioxane). Reactants: Cl (Hydrogen chloride), ClC1=C(C=CC(=C1)C#N)N(C(OC(C)(C)C)=O)CC1=C(CCCC1=O)NC1=CC(=CC=C1)C(F)(F)F (tert-butyl (2-chloro-4-cyanophenyl)(6-oxo-2-(3-(trifluoromethyl)phenylamino)cyclohex-1-enyl)methylcarbamate), ClC1=C(C=CC(=C1)C#N)N(C(OC(C)(C)C)=O)CC1=C(CCCC1=O)NC1=CC(=CC=C1)C(F)(F)F (tert-butyl (2-chloro-4-cyanophenyl)(6-oxo-2-(3-(trifluoromethyl)phenylamino)cyclohex-1-enyl)methylcarbamate). Procedure: Hydrogen chloride (4 M in 1,4-dioxane, 4.0 mL, 16.2 mmol) is added to a solution of tert-butyl (2-chloro-4-cyanophenyl)(6-oxo-2-(3-(trifluoromethyl)phenylamino)cyclohex-1-enyl)methylcarbamate (intermediate 53, 1.05 g, 2.02 mmol) in 1,4-dioxane (5 mL), and the mixture is stirred at room temperature over night. All volatiles are removed under reduced pressure, and the residue is treated with tert-butyl methyl ether. The precipitate is filtered and dried. Yield: 690 mg; ESI mass spectrum [M+H]+=420... Reactants: C(C=C)#N (acrylonitrile), C(C1=CC=CC=C1)N (benzylamine). Conditions: temperature 70 celsius, time 8 hour. Yields the product C(#N)CCN(CCC#N)CC1=CC=CC=C1 (N,N-bis(2-cyanoethyl)benzylamine). The yield is 93.5%. Reaction SMILES: [C:1](#[N:4])[CH:2]=[CH2:3].[CH2:5]([NH2:12])[C:6]1[CH:11]=[CH:10][CH:9]=[CH:8][CH:7]=1>>[C:1]([CH2:2][CH2:3][N:12]([CH2:5][C:6]1[CH:11]=[CH:10][CH:9]=[CH:8][CH:7]=1)[CH2:3][CH2:2][C:1]#[N:4])#[N:4]. Reported procedure: 18.58 g of acrylonitrile was added dropwise to an aqueous solution (80 mL) of 10.71 g of benzylamine at room temperature over 1 hour and 20 minutes. Thereafter, the mixture was heated and stirred at 70° C. for 8 hours. After the reaction mixture was concentrated to dryness, 100 mL of water was added thereto, followed by extraction of the mixture with ethyl acetate (150 mL). After the organic layer obtained was washed with water, it was dried with anhydrous magnesium sulfate. The solvent was dist... Starting materials: C(C)OC(C1=CC(=C(C=C1)O)OC(C)=O)=O (3-Acetoxy-4-hydroxy-benzoic acid ethyl ester), C1(=CC(=CC=C1)CCO)C (2-m-tolyl-ethanol). Yields the product C(C)OC(C1=CC(=C(C=C1)OCCC=1C=C(C=CC1)C)OC(C)=O)=O (3-Acetoxy-4-(2-m-tolyl-ethoxy)-benzoic acid ethyl ester). RXN SMILES: [CH2:1]([O:3][C:4](=[O:16])[C:5]1[CH:10]=[CH:9][C:8]([OH:11])=[C:7]([O:12][C:13](=[O:15])[CH3:14])[CH:6]=1)[CH3:2].[C:17]1([CH3:26])[CH:22]=[CH:21][CH:20]=[C:19]([CH2:23][CH2:24]O)[CH:18]=1>>[CH2:1]([O:3][C:4](=[O:16])[C:5]1[CH:10]=[CH:9][C:8]([O:11][CH2:24][CH2:23][C:19]2[CH:18]=[C:17]([CH3:26])[CH:22]=[CH:21][CH:20]=2)=[C:7]([O:12][C:13](=[O:15])[CH3:14])[CH:6]=1)[CH3:2]. Procedure details: The compound of step 1 (350 mg, 1.56 mmol) was reacted with 2-m-tolyl-ethanol in analogy to step 3 of example 15 to yield 450 mg of the title compound. The reactants are Cc1cc2nc(Cl)c(-c3ccccc3)c(Cl)n2n1, ClCCl, N, [Zn]. Product: Cc1cc2nc(Cl)c(-c3ccccc3)cn2n1. RXN SMILES: [Cl:1][c:2]1[n:3][c:4]2[n:5]([c:6]([Cl:14])[c:7]1-[c:8]1[cH:9][cH:10][cH:11][cH:12][cH:13]1)[n:15][c:16]([CH3:18])[cH:17]2.[Cl:20][CH2:21][Cl:22].[NH3:19].[Zn:23]>>[Cl:1][c:2]1[n:3][c:4]2[n:5]([cH:6][c:7]1-[c:8]1[cH:9][cH:10][cH:11][cH:12][cH:13]1)[n:15][c:16]([CH3:18])[cH:17]2. Starting materials: CC(C)(C)OC(=O)N1CCN(C2CCNCC2)CC1, CC(C)N=C=O, ClCCl. Yields the product CC(C)NC(=O)N1CCC(N2CCN(C(=O)OC(C)(C)C)CC2)CC1. Reaction SMILES: [C:1]([CH3:2])([CH3:3])([CH3:4])[O:5][C:6](=[O:7])[N:8]1[CH2:9][CH2:10][N:11]([CH:14]2[CH2:15][CH2:16][NH:17][CH2:18][CH2:19]2)[CH2:12][CH2:13]1.[CH:20]([CH3:21])([CH3:22])[N:23]=[C:24]=[O:25].[Cl:26][CH2:27][Cl:28]>>[C:1]([CH3:2])([CH3:3])([CH3:4])[O:5][C:6](=[O:7])[N:8]1[CH2:9][CH2:10][N:11]([CH:14]2[CH2:15][CH2:16][N:17]([C:24]([NH:23][CH:20]([CH3:21])[CH3:22])=[O:25])[CH2:18][CH2:19]2)[CH2:12][CH2:13]1.